This data is from the Open Reaction Database (ORD), a public repository of structured organic reaction records. The task is: describe an organic reaction: reactants, conditions, products, and yield Starting materials: NC[C@H]1N(CCC[C@H]1C)C(=O)C1=C(C=CC(=C1)C)N1N=C(N=C1)C(F)(F)F (((2S,3R)-2-(aminomethyl)-3-methylpiperidin-1-yl)(5-methyl-2-(3-(trifluoromethyl)-1H-1,2,4-triazol-1-yl)phenyl)methanone), CC=1C=CC(=C(C(=O)O)C1)N1N=C(N=C1)C (5-methyl-2-(3-methyl-1H-1,2,4-triazol-1-yl)benzoic acid). Product: NC[C@H]1N(CCC[C@H]1C)C(=O)C1=C(C=CC(=C1)C)N1N=C(N=C1)C (((2S,3R)-2-(Aminomethyl)-3-methylpiperidin-1-yl)(5-methyl-2-(3-methyl-1H-1,2,4-triazol-1-yl)phenyl)methanone). As a reaction SMILES: [NH2:1][CH2:2][C@@H:3]1[C@H:8]([CH3:9])[CH2:7][CH2:6][CH2:5][N:4]1[C:10]([C:12]1[CH:17]=[C:16]([CH3:18])[CH:15]=[CH:14][C:13]=1[N:19]1[CH:23]=[N:22][C:21]([C:24](F)(F)F)=[N:20]1)=[O:11].CC1C=CC(N2C=NC(C)=N2)=C(C=1)C(O)=O>>[NH2:1][CH2:2][C@@H:3]1[C@H:8]([CH3:9])[CH2:7][CH2:6][CH2:5][N:4]1[C:10]([C:12]1[CH:17]=[C:16]([CH3:18])[CH:15]=[CH:14][C:13]=1[N:19]1[CH:23]=[N:22][C:21]([CH3:24])=[N:20]1)=[O:11]. Procedure details: The title compound was synthesized following the same general protocol as described for ((2S,3R)-2-(aminomethyl)-3-methylpiperidin-1-yl)(5-methyl-2-(3-(trifluoromethyl)-1H-1,2,4-triazol-1-yl)phenyl)methanone in Example A51, starting from 5-methyl-2-(3-methyl-1H-1,2,4-triazol-1-yl)benzoic acid. ESI-MS (m/z): 328 [M+1]+. Starting materials: C1(=CC=C(C=C1)S(=O)(=O)[O-])C.C(C)(C)(C)OC1=CC=C(C=C1)[S+](C1=CC=CC=C1)C1=CC=CC=C1 ((4-tert-butyloxyphenyl)diphenylsulfonium p-toluenesulfonate). The reagents and catalysts are O.C1(=CC=C(C=C1)S(=O)(=O)O)C (p-toluenesulfonic acid monohydrate). The solvent is CO (methanol). Run at temperature 80 celsius, time 5 hour. The product is C1(=CC=C(C=C1)S(=O)(=O)[O-])C.OC1=CC=C(C=C1)[S+](C1=CC=CC=C1)C1=CC=CC=C1 ((4-hydroxyphenyl)diphenylsulfonium p-toluenesulfonate). Isolated yield 108.0%. RXN SMILES: [C:1]1([CH3:11])[CH:6]=[CH:5][C:4]([S:7]([O-:10])(=[O:9])=[O:8])=[CH:3][CH:2]=1.C([O:16][C:17]1[CH:22]=[CH:21][C:20]([S+:23]([C:30]2[CH:35]=[CH:34][CH:33]=[CH:32][CH:31]=2)[C:24]2[CH:29]=[CH:28][CH:27]=[CH:26][CH:25]=2)=[CH:19][CH:18]=1)(C)(C)C>O.C1(C)C=CC(S(O)(=O)=O)=CC=1.CO>[C:1]1([CH3:11])[CH:2]=[CH:3][C:4]([S:7]([O-:10])(=[O:8])=[O:9])=[CH:5][CH:6]=1.[OH:16][C:17]1[CH:22]=[CH:21][C:20]([S+:23]([C:30]2[CH:31]=[CH:32][CH:33]=[CH:34][CH:35]=2)[C:24]2[CH:29]=[CH:28][CH:27]=[CH:26][CH:25]=2)=[CH:19][CH:18]=1 |f:0.1,2.3,5.6|. Procedure: A mixture of 25 g of (4-tert-butyloxyphenyl)diphenylsulfonium p-toluenesulfonate, 0.5 g of p-toluenesulfonic acid monohydrate, and 75 g of methanol was stirred at 80° C. for 5 hours. The reaction solution was cooled to room temperature and concentrated in vacuum, to which 100 g of methylene chloride and 50 g of deionized water were added. The organic layer was separated, washed with water, and concentrated in vacuum. To the concentrate, 100 g of MIBK was added. This was concentrated in vacuum ag... Reactants: CN1C(=NC2=C1C=CC=C2)NC(OCC(Cl)(Cl)Cl)=O (2,2,2-trichloroethyl (1-methyl-1H-benzimidazol-2-yl)carbamate), C1(=CC=CC=C1)C1=NSC(=N1)N1CCNCC1 (1-(3-phenyl-1,2,4-thiadiazol-5-yl)piperazine), C(C)(C)N(CC)C(C)C (diisopropylethylamine), O (Water). Solvent: CS(=O)C (dimethyl sulfoxide). The product is CN1C(=NC2=C1C=CC=C2)NC(=O)N2CCN(CC2)C2=NC(=NS2)C2=CC=CC=C2 (N-(1-Methyl-1H-benzimidazol-2-yl)-4-(3-phenyl-1,2,4-thiadiazol-5-yl)piperazine-1-carboxamide). The yield is 46.8%. As a reaction SMILES: [CH3:1][N:2]1[C:6]2[CH:7]=[CH:8][CH:9]=[CH:10][C:5]=2[N:4]=[C:3]1[NH:11][C:12](=[O:19])OCC(Cl)(Cl)Cl.[C:20]1([C:26]2[N:30]=[C:29]([N:31]3[CH2:36][CH2:35][NH:34][CH2:33][CH2:32]3)[S:28][N:27]=2)[CH:25]=[CH:24][CH:23]=[CH:22][CH:21]=1.C(N(C(C)C)CC)(C)C.O>CS(C)=O>[CH3:1][N:2]1[C:6]2[CH:7]=[CH:8][CH:9]=[CH:10][C:5]=2[N:4]=[C:3]1[NH:11][C:12]([N:34]1[CH2:35][CH2:36][N:31]([C:29]2[S:28][N:27]=[C:26]([C:20]3[CH:25]=[CH:24][CH:23]=[CH:22][CH:21]=3)[N:30]=2)[CH2:32][CH2:33]1)=[O:19]. Procedure: A mixed solution of 2,2,2-trichloroethyl (1-methyl-1H-benzimidazol-2-yl)carbamate (238 mg, 0.738 mmol), 1-(3-phenyl-1,2,4-thiadiazol-5-yl)piperazine (200 mg, 0.812 mmol) and diisopropylethylamine (0.129 ml, 0.738 mmol) in dimethyl sulfoxide (2.5 ml) was stirred at 70° C. for 3 hours. Water was poured to the reaction mixture, and 145 mg (46.8%) of the desired product as a solid was separated by filtration. The reactants are ClC1=NC(=CC(=N1)OC)OC (2-chloro-4,6-dimethoxy-pyrimidine), C(C)(C)(C)OC(=O)N1CCC(CC1)N (4-amino-piperidine-1-carboxylic acid tert-butyl ester). Solvent: CN(C)C=O (DMF). Product: C(C)(C)(C)OC(=O)N1CCC(CC1)NC1=NC(=CC(=N1)OC)OC (4-(4,6-Dimethoxy-pyrimidin-2-ylamino)-piperidine-1-carboxylic acid tert-butyl ester). Reaction SMILES: Cl[C:2]1[N:7]=[C:6]([O:8][CH3:9])[CH:5]=[C:4]([O:10][CH3:11])[N:3]=1.[C:12]([O:16][C:17]([N:19]1[CH2:24][CH2:23][CH:22]([NH2:25])[CH2:21][CH2:20]1)=[O:18])([CH3:15])([CH3:14])[CH3:13]>CN(C=O)C>[C:12]([O:16][C:17]([N:19]1[CH2:24][CH2:23][CH:22]([NH:25][C:2]2[N:7]=[C:6]([O:8][CH3:9])[CH:5]=[C:4]([O:10][CH3:11])[N:3]=2)[CH2:21][CH2:20]1)=[O:18])([CH3:15])([CH3:13])[CH3:14]. Reported procedure: A mixture of 2-chloro-4,6-dimethoxy-pyrimidine (3.35 g, 19.19 mmol, 1.0 equiv; commercially available) and 4-amino-piperidine-1-carboxylic acid tert-butyl ester (5.0 g, 24.94 mmol, 1.3 equiv; commercially available) in anhydrous DMF (100 mL) was heated to 100° C. for 48 h. The organic phase was concentrated under reduced pressure and the residue extracted with ethyl acetate (3×50 mL) from a solution of 1 M NaOH (100 mL). The combined organic phases were dried over MgSO4 and the product purified ... Starting materials: CC1(OC(CN1)COCC=C)C (2,2-dimethyl-5-allyloxymethyl oxazolidine), [OH-].[Na+] (sodium hydroxide), [Cl-] (chloride), ClC(C(=O)Cl)Cl (dichloroacetyl chloride). The solvent is C1=CC=CC=C1 (benzene). Product: CC1(OC(CN1C(C(Cl)Cl)=O)COCC=C)C (2,2-dimethyl-3-dichloroacetyl-5-allyloxymethyl oxazolidine). RXN SMILES: [CH3:1][C:2]1([CH3:12])[NH:6][CH2:5][CH:4]([CH2:7][O:8][CH2:9][CH:10]=[CH2:11])[O:3]1.[OH-].[Na+].[Cl:15][CH:16]([Cl:20])[C:17](Cl)=[O:18].[Cl-]>C1C=CC=CC=1>[CH3:1][C:2]1([CH3:12])[N:6]([C:17](=[O:18])[CH:16]([Cl:20])[Cl:15])[CH2:5][CH:4]([CH2:7][O:8][CH2:9][CH:10]=[CH2:11])[O:3]1 |f:1.2|. Procedure details: To a reaction mixture of 25 percent w/v, 34.2 milliliters of 2,2-dimethyl-5-allyloxymethyl oxazolidine solution in 100 milliliters benzene with 4 grams of 50% sodium hydroxide solution, was added dropwise, 7.4 grams of dichloroacetyl chloride. Cooling in an ice bath and vigorous stirring was maintained during the addition of the chloride. Upon completion of the reaction the mixture was washed with water, dried, separated and the organic solvent removed in vacuo. There was obtained 10.0 grams of ...